This data is from the Open Reaction Database (ORD), a public repository of structured organic reaction records. The task is: describe an organic reaction: reactants, conditions, products, and yield Product: CN([C@@H]1CCC=2N(C3=CC=CC=C3C2CC(=O)O)C1)C(CC=1N=C(SC1)C)=O (((7R)-7-{Methyl-[2-(2-methyl-thiazol-4-yl)-acetyl]-amino}-6,7,8,9-tetrahydro-pyrido[1,2-a]indol-10-yl)-acetic acid). Procedure details: The title compound was prepared using analogous procedures described in Example 1 (Method A) from (2-methyl-1,3-thiazol-4-yl)acetic acid and propyl [(7R)-7-(methylamino)-6,7,8,9-tetrahydropyrido[1,2-a]indol-10-yl]acetate. MS (+ESI) m/z: 398. Reactants: CC=1SC=C(N1)CC(=O)O ((2-methyl-1,3-thiazol-4-yl)acetic acid), CN[C@@H]1CCC=2N(C3=CC=CC=C3C2CC(=O)OCCC)C1 (propyl [(7R)-7-(methylamino)-6,7,8,9-tetrahydropyrido[1,2-a]indol-10-yl]acetate). Reaction SMILES: [CH3:1][C:2]1[S:3][CH:4]=[C:5]([CH2:7][C:8]([OH:10])=O)[N:6]=1.[CH3:11][NH:12][C@H:13]1[CH2:32][N:17]2[C:18]3[C:23]([C:24]([CH2:25][C:26]([O:28]CCC)=[O:27])=[C:16]2[CH2:15][CH2:14]1)=[CH:22][CH:21]=[CH:20][CH:19]=3>>[CH3:11][N:12]([C:8](=[O:10])[CH2:7][C:5]1[N:6]=[C:2]([CH3:1])[S:3][CH:4]=1)[C@H:13]1[CH2:32][N:17]2[C:18]3[C:23]([C:24]([CH2:25][C:26]([OH:28])=[O:27])=[C:16]2[CH2:15][CH2:14]1)=[CH:22][CH:21]=[CH:20][CH:19]=3. Starting materials: C(C)OC(OCC)OCC (triethylorthoformate), [N-]=[N+]=[N-].[Na+] (sodium azide), C(C)(C)C1=NOC(=N1)C1CCN(CC1)C=1C2=C(N=CN1)C(=CS2)C2=CC=C(C=C2)N (4-(4-(4-(3-isopropyl-1,2,4-oxadiazol-5-yl)piperidin-1-yl)thieno[3,2-d]pyrimidin-7-yl)benzenamine). Solvent: C(C)(=O)O (acetic acid). Conditions: temperature 100 celsius, time 12 hour. The product is N1(N=NN=C1)C1=CC=C(C=C1)C1=CSC2=C1N=CN=C2N2CCC(CC2)C2=NC(=NO2)C(C)C (5-(1-(7-(4-(1H-tetrazol-1-yl)phenyl)thieno[3,2-d]pyrimidin-4-yl)piperidin-4-yl)-3-iso propyl-1,2,4-oxadiazole). Reaction SMILES: [CH:1]([C:4]1[N:8]=[C:7]([CH:9]2[CH2:14][CH2:13][N:12]([C:15]3[C:16]4[S:23][CH:22]=[C:21]([C:24]5[CH:29]=[CH:28][C:27]([NH2:30])=[CH:26][CH:25]=5)[C:17]=4[N:18]=[CH:19][N:20]=3)[CH2:11][CH2:10]2)[O:6][N:5]=1)([CH3:3])[CH3:2].[CH2:31](OC(OCC)OCC)C.[N-:41]=[N+:42]=[N-:43].[Na+]>C(O)(=O)C>[N:30]1([C:27]2[CH:26]=[CH:25][C:24]([C:21]3[C:17]4[N:18]=[CH:19][N:20]=[C:15]([N:12]5[CH2:11][CH2:10][CH:9]([C:7]6[O:6][N:5]=[C:4]([CH:1]([CH3:3])[CH3:2])[N:8]=6)[CH2:14][CH2:13]5)[C:16]=4[S:23][CH:22]=3)=[CH:29][CH:28]=2)[CH:31]=[N:43][N:42]=[N:41]1 |f:2.3|. Procedure: 4-(4-(4-(3-isopropyl-1,2,4-oxadiazol-5-yl)piperidin-1-yl)thieno[3,2-d]pyrimidin-7-yl)benzenamine was dissolved in acetic acid, and triethylorthoformate and sodium azide were added thereto followed by stirring at 100° C. for 12 hr. When the reaction is terminated, the resulting mixture was distilled under a reduced pressure to remove acetic acid, and ethyl acetate was added thereto, followed by washing with satuated sodium bicarbonate and water. Subsequently, the resultant was dried over anhydrou... Reactants: N1(CCC1)CCN1C(=NC(=C1)C1=CC(=C(C=C1)F)C)C1CCN(CC1)C1=C(C(=NC=N1)N)Br (6-{4-[1-(2-azetidin-1-yl-ethyl)-4-(4-fluoro-3-methyl-phenyl)-1H-imidazol-2-yl]-piperidin-1-yl}-5-bromo-pyrimidin-4-ylamine), C(C)(C)(C)OC(=O)N1N=CC=C1B1OC(C(O1)(C)C)(C)C (5-(4,4,5,5-tetramethyl-[1,3,2]dioxaborolan-2-yl)-pyrazole-1-carboxylic acid tert-butyl ester), C(=O)([O-])[O-].[Cs+].[Cs+] (Cs2CO3). Reaction conditions: temperature 50 celsius, time 8 hour. Product: C(C)(C)(C)OC(=O)N1N=CC=C1C=1C(=NC=NC1N1CCC(CC1)C=1N(C=C(N1)C1=CC(=C(C=C1)F)C)CCN1CCC1)N (5-(4-Amino-6-{4-[1-(2-azetidin-1-yl-ethyl)-4-(4-fluoro-3-methyl-phenyl)-1H-imidazol-2-yl]-piperidin-1-yl}-pyrimidin-5-yl)-pyrazole-1-carboxylic acid tert-butyl ester). Reaction SMILES: [N:1]1([CH2:5][CH2:6][N:7]2[CH:11]=[C:10]([C:12]3[CH:17]=[CH:16][C:15]([F:18])=[C:14]([CH3:19])[CH:13]=3)[N:9]=[C:8]2[CH:20]2[CH2:25][CH2:24][N:23]([C:26]3[N:31]=[CH:30][N:29]=[C:28]([NH2:32])[C:27]=3Br)[CH2:22][CH2:21]2)[CH2:4][CH2:3][CH2:2]1.[C:34]([O:38][C:39]([N:41]1[C:45](B2OC(C)(C)C(C)(C)O2)=[CH:44][CH:43]=[N:42]1)=[O:40])([CH3:37])([CH3:36])[CH3:35].C([O-])([O-])=O.[Cs+].[Cs+]>>[C:34]([O:38][C:39]([N:41]1[C:45]([C:27]2[C:28]([NH2:32])=[N:29][CH:30]=[N:31][C:26]=2[N:23]2[CH2:24][CH2:25][CH:20]([C:8]3[N:7]([CH2:6][CH2:5][N:1]4[CH2:4][CH2:3][CH2:2]4)[CH:11]=[C:10]([C:12]4[CH:17]=[CH:16][C:15]([F:18])=[C:14]([CH3:19])[CH:13]=4)[N:9]=3)[CH2:21][CH2:22]2)=[CH:44][CH:43]=[N:42]1)=[O:40])([CH3:37])([CH3:35])[CH3:36] |f:2.3.4|. Procedure: The mixture of 6-{4-[1-(2-azetidin-1-yl-ethyl)-4-(4-fluoro-3-methyl-phenyl)-1H-imidazol-2-yl]-piperidin-1-yl}-5-bromo-pyrimidin-4-ylamine (90.00 mg; 0.17 mmol; 5-(4,4,5,5-tetramethyl-[1,3,2]dioxaborolan-2-yl)-pyrazole-1-carboxylic acid tert-butyl ester (61.75 mg; 0.21 mmol; and Cs2CO3 (114.00 mg; 0.35 mmol; in dioxane (5 ml) and water (0.5 ml) was purged with argon, and then added Pd (0) (t-Bu3)2 (6.26 mg; 0.01 mmol; 0.07 eq.). The resulting mixture was stirred at 50° C. overnight. The curde was... Starting materials: Cc1ccc(S(=O)(=O)C(C)C)cc1, Cl, Cl, N#N, O, O=S(=O)(O)O. Product: Cc1ccc(S(=O)(=O)C(C)C)cc1Cl. As a reaction SMILES: [CH3:1][c:2]1[cH:3][cH:4][c:5]([S:8](=[O:9])(=[O:10])[CH:11]([CH3:12])[CH3:13])[cH:6][cH:7]1.[Cl:19].[ClH:20].[N:21]#[N:22].[OH2:23].[S:14](=[O:15])(=[O:16])([OH:17])[OH:18]>>[CH3:1][c:2]1[cH:3][cH:4][c:5]([S:8](=[O:9])(=[O:10])[CH:11]([CH3:12])[CH3:13])[cH:6][c:7]1[Cl:20]. The reactants are Cl.C1(=CC=C(C=C1)C(=O)NCCOC1=CC=C(C=C1)CC(C(=O)OCC)NCC)C1=CC=CC=C1 (Ethyl 3-[4-[2-(biphenyl-4-carbonylamino)ethoxy]phenyl]-2-ethylaminopropionate hydrochloride), product, [OH-].[Na+] (sodium hydroxide). Run in CO (methanol). The product is C1(=CC=C(C=C1)C(=O)NCCOC1=CC=C(C=C1)CC(C(=O)O)NCC)C1=CC=CC=C1 (3-[4-[2-(Biphenyl-4-carbonylamino)ethoxy]phenyl]-2-ethylaminopropionic acid). As a reaction SMILES: Cl.[C:2]1([C:30]2[CH:35]=[CH:34][CH:33]=[CH:32][CH:31]=2)[CH:7]=[CH:6][C:5]([C:8]([NH:10][CH2:11][CH2:12][O:13][C:14]2[CH:19]=[CH:18][C:17]([CH2:20][CH:21]([NH:27][CH2:28][CH3:29])[C:22]([O:24]CC)=[O:23])=[CH:16][CH:15]=2)=[O:9])=[CH:4][CH:3]=1.[OH-].[Na+]>CO>[C:2]1([C:30]2[CH:31]=[CH:32][CH:33]=[CH:34][CH:35]=2)[CH:3]=[CH:4][C:5]([C:8]([NH:10][CH2:11][CH2:12][O:13][C:14]2[CH:19]=[CH:18][C:17]([CH2:20][CH:21]([NH:27][CH2:28][CH3:29])[C:22]([OH:24])=[O:23])=[CH:16][CH:15]=2)=[O:9])=[CH:6][CH:7]=1 |f:0.1,2.3|. Reported procedure: Ethyl 3-[4-[2-(biphenyl-4-carbonylamino)ethoxy]phenyl]-2-ethylaminopropionate hydrochloride, which is the product of Example 177(b), is hydrolyzed by sodium hydroxide in methanol to give the title compound. Starting materials: BrC1=CC=C(C=C1)C(=CCO)C1=CC=CC=C1 (3-(4-bromophenyl)-3-phenyl-prop-2-en-1-ol), C1(=CC=CC=C1)P(C1=CC=CC=C1)C1=CC=CC=C1 (triphenylphosphine), C(C)OC([C@H](CC1=CC=C(C=C1)O)OCC)=O ((2S)-2-ethoxy-3-(4-hydroxy-phenyl)-propionic acid ethyl ester), N(=NC(=O)OCC)C(=O)OCC (diethyl azodicarboxylate). The product is C(C)OC([C@H](CC1=CC=C(C=C1)OC\C=C(\C1=CC=CC=C1)/C1=CC=C(C=C1)Br)OCC)=O ((Z)-(2S)-3-{4-[3-(4-Bromophenyl)-3-phenyl-allyloxy]-phenyl}-2-ethoxy-propionic acid ethyl ester). Yield: 43.2%. RXN SMILES: [Br:1][C:2]1[CH:7]=[CH:6][C:5]([C:8]([C:12]2[CH:17]=[CH:16][CH:15]=[CH:14][CH:13]=2)=[CH:9][CH2:10][OH:11])=[CH:4][CH:3]=1.C1(P(C2C=CC=CC=2)C2C=CC=CC=2)C=CC=CC=1.[CH2:37]([O:39][C:40](=[O:53])[C@@H:41]([O:50][CH2:51][CH3:52])[CH2:42][C:43]1[CH:48]=[CH:47][C:46](O)=[CH:45][CH:44]=1)[CH3:38].N(C(OCC)=O)=NC(OCC)=O>>[CH2:37]([O:39][C:40](=[O:53])[C@@H:41]([O:50][CH2:51][CH3:52])[CH2:42][C:43]1[CH:48]=[CH:47][C:46]([O:11][CH2:10]/[CH:9]=[C:8](\[C:5]2[CH:4]=[CH:3][C:2]([Br:1])=[CH:7][CH:6]=2)/[C:12]2[CH:13]=[CH:14][CH:15]=[CH:16][CH:17]=2)=[CH:45][CH:44]=1)[CH3:38]. Procedure details: Reaction of 3-(4-bromophenyl)-3-phenyl-prop-2-en-1-ol (145 mg, 0.50 mmol), triphenylphosphine (144 mg, 0.55 mmol), (2S)-2-ethoxy-3-(4-hydroxy-phenyl)-propionic acid ethyl ester (119 mg, 0.50 mmol) and diethyl azodicarboxylate (96 mg, 0.55 mmol) in an identical manner to example 1 gave the title compound (110 mg, 43%).